From a dataset of the Open Reaction Database (ORD), a public repository of structured organic reaction records. describe an organic reaction: reactants, conditions, products, and yield Reactants: fumarate salt, C(\C=C\C(=O)O)(=O)O (fumaric acid), CN1C2CNCC1CCC2 (9-methyl-3,9-diaza-bicyclo[3.3.1]nonane), BrC1=CC(=C(C=C1)Cl)Cl (1-bromo-3,4-dichlorobenzene), CC(C)([O-])C.[K+] (potassium tert-butoxide), C1(CCCCC1)P(C1=C(C=CC=C1)C1=C(C=C(C=C1C(C)C)C(C)C)C(C)C)C1CCCCC1 (2-dicyclohexylphosphino-2′,4′,6′-triisopropyl-1,1′-biphenyl). The reagents and catalysts are C(C)(=O)[O-].[Pd+2].C(C)(=O)[O-] (palladium (II) acetate). The solvent is O (Water), C(C)OCC (diethylether), C(C)O (ethanol), O1CCOCC1 (dioxane). Reaction conditions: temperature 110 celsius, time 20 minute. Yields the product C(\C=C\C(=O)O)(=O)O.ClC=1C=C(C=CC1Cl)N1CC2CCCC(C1)N2C (3-(3,4-Dichloro-phenyl)-9-methyl-3,9-diaza-bicyclo[3.3.1]nonane Fumaric Acid Salt). As a reaction SMILES: [CH3:1][N:2]1[CH:7]2[CH2:8][CH2:9][CH2:10][CH:3]1[CH2:4][NH:5][CH2:6]2.Br[C:12]1[CH:17]=[CH:16][C:15]([Cl:18])=[C:14]([Cl:19])[CH:13]=1.CC(C)([O-])C.[K+].C1(P(C2CCCCC2)C2C=CC=CC=2C2C(C(C)C)=CC(C(C)C)=CC=2C(C)C)CCCCC1.[C:60]([OH:67])(=[O:66])/[CH:61]=[CH:62]/[C:63]([OH:65])=[O:64]>C([O-])(=O)C.[Pd+2].C([O-])(=O)C.C(OCC)C.C(O)C.O.O1CCOCC1>[C:60]([OH:67])(=[O:66])/[CH:61]=[CH:62]/[C:63]([OH:65])=[O:64].[Cl:18][C:15]1[CH:16]=[C:17]([N:5]2[CH2:4][CH:3]3[N:2]([CH3:1])[CH:7]([CH2:8][CH2:9][CH2:10]3)[CH2:6]2)[CH:12]=[CH:13][C:14]=1[Cl:19] |f:2.3,6.7.8,13.14|. Procedure details: A mixture of 9-methyl-3,9-diaza-bicyclo[3.3.1]nonane (0.50 g, 3.56 mmol), 1-bromo-3,4-dichlorobenzene (1.61 g, 7.13 mmol), potassium tert-butoxide (0.80 g, 7.13 mmol), 2-dicyclohexylphosphino-2′,4′,6′-triisopropyl-1,1′-biphenyl (0.050 g, 0.105 mmol) and palladium (II) acetate (0.025 g, 0.111 mmol) and dioxane (10 ml) was stirred at 110° C. for 20 min. Water (30 ml) was added followed by extraction with ethylactate (3×10 ml). The organic phase was dried and evaporated. The crude product was purif... Reactants: O=C([O-])O, COc1ccc(C(=O)Cl)cc1OC, [K+], Nc1cccc2cnccc12, c1ccccc1. Product: COc1ccc(C(=O)Nc2cccc3cnccc23)cc1OC. RXN SMILES: [C:12](=[O:13])([OH:14])[O-:15].[CH3:17][O:18][c:19]1[cH:20][c:21]([C:22](=[O:23])[Cl:24])[cH:25][cH:26][c:27]1[O:28][CH3:29].[K+:16].[NH2:1][c:2]1[c:3]2[cH:4][cH:5][n:6][cH:7][c:8]2[cH:9][cH:10][cH:11]1.[cH:30]1[cH:31][cH:32][cH:33][cH:34][cH:35]1>>[NH:1]([c:2]1[c:3]2[cH:4][cH:5][n:6][cH:7][c:8]2[cH:9][cH:10][cH:11]1)[C:22]([c:21]1[cH:20][c:19]([O:18][CH3:17])[c:27]([O:28][CH3:29])[cH:26][cH:25]1)=[O:23].